Dataset: the Open Reaction Database (ORD), a public repository of structured organic reaction records. Task: describe an organic reaction: reactants, conditions, products, and yield As a reaction SMILES: [Br:1][c:2]1[cH:3][c:4]([CH2:16][CH3:17])[c:5]([O:6][Si:7]([CH3:8])([CH3:9])[C:10]([CH3:11])([CH3:12])[CH3:13])[cH:14][cH:15]1.[CH2:18]([Li:19])[CH2:20][CH2:21][CH3:22].[CH2:29]1[O:30][CH2:31][CH2:32][CH2:33]1.[CH:23]([CH2:24][CH3:25])=[O:26].[Cl-:27].[NH4+:28]>>[c:2]1([CH:23]([CH2:24][CH3:25])[OH:26])[cH:3][c:4]([CH2:16][CH3:17])[c:5]([O:6][Si:7]([CH3:8])([CH3:9])[C:10]([CH3:11])([CH3:12])[CH3:13])[cH:14][cH:15]1. Product: CCc1cc(C(O)CC)ccc1O[Si](C)(C)C(C)(C)C. Reactants: CCc1cc(Br)ccc1O[Si](C)(C)C(C)(C)C, [Li]CCCC, C1CCOC1, CCC=O, [Cl-], [NH4+]. Starting materials: solution, C(C)(=S)O (thioacetic acid), N12CC2C1 (1-azabicyclo[1.1.0]butane), O1CCCC1 (tetrahydrofuran), O1CCCC1 (tetrahydrofuran), O1CCCC1 (tetrahydrofuran). Conditions: time 18 hour. Yields the product C(C)(=O)N1CC(C1)SC(C)=O (1-acetyl-3-acetylthioazetidine). Isolated yield 51.8%. As a reaction SMILES: [C:1]([OH:4])(=[S:3])[CH3:2].[N:5]12[CH2:8][CH:7]1[CH2:6]2.[O:9]1CC[CH2:11][CH2:10]1>>[C:10]([N:5]1[CH2:6][CH:7]([S:3][C:1](=[O:4])[CH3:2])[CH2:8]1)(=[O:9])[CH3:11]. Reported procedure: With use of 2.00 g of 2-bromomethylaziridine hydrobromide (2) obtained in the above Example 1, there was produced a solution of 1-azabicyclo[1.1.0]butane (4) dissolved in tetrahydrofuran by the same method as in the above Example 7. Next, to a 5 ml solution of dried tetrahydrofuran containing 1.32 ml of thioacetic acid, there was added dropwise a solution of compound (4) dissolved in tetrahydrofuran at a temperature of -40° C. or lower, and the resulting mixture was stirred at a room temperature... Starting materials: Intermediate 9, NC1=C(C=CC=C1)C(=O)C1=CSC=C1 ((2-aminophenyl)(3-thienyl)methanone), NC=1C(=NC=CC1)Cl (3-amino-2-chloropyridine). Product: NC=1C(=NC=CC1)NC1=C(C=CC=C1)C(=O)C1=CSC=C1 ([2-[(3-Amino-2-pyridinyl)amino]phenyl](3-thienyl)methanone). RXN SMILES: [NH2:1][C:2]1[CH:7]=[CH:6][CH:5]=[CH:4][C:3]=1[C:8]([C:10]1[CH:14]=[CH:13][S:12][CH:11]=1)=[O:9].[NH2:15][C:16]1[C:17](Cl)=[N:18][CH:19]=[CH:20][CH:21]=1>>[NH2:15][C:16]1[C:17]([NH:1][C:2]2[CH:7]=[CH:6][CH:5]=[CH:4][C:3]=2[C:8]([C:10]2[CH:14]=[CH:13][S:12][CH:11]=2)=[O:9])=[N:18][CH:19]=[CH:20][CH:21]=1. Reported procedure: In accordance with the procedure of Intermediate 9, (2-aminophenyl)(3-thienyl)methanone is reacted with 3-amino-2-chloropyridine to give the title compound. Reactants: C(CC)C(C(=O)OCC)C(=O)OCC (diethyl propylmalonate), C(C1=CC=CC=C1)OC1=C(C=CC=C1)CCI (2-(2-benzyloxyphenyl)ethyl iodide), O (water), [H-].[Na+] (sodium hydride). Run in CN(C=O)C (dimethylformamide), CN(C=O)C (dimethylformamide), CN(C=O)C (dimethylformamide). Reaction conditions: time 8 hour. Product: C(C1=CC=CC=C1)OC1=C(C=CC=C1)CCC(C(=O)OCC)(C(=O)OCC)CCC (Diethyl 2-(2-(2-benzyloxyphenyl)ethyl)-2-propylmalonate). The yield is 82.0%. As a reaction SMILES: [H-].[Na+].[CH2:3]([CH:6]([C:12]([O:14][CH2:15][CH3:16])=[O:13])[C:7]([O:9][CH2:10][CH3:11])=[O:8])[CH2:4][CH3:5].[CH2:17]([O:24][C:25]1[CH:30]=[CH:29][CH:28]=[CH:27][C:26]=1[CH2:31][CH2:32]I)[C:18]1[CH:23]=[CH:22][CH:21]=[CH:20][CH:19]=1.O>CN(C)C=O>[CH2:17]([O:24][C:25]1[CH:30]=[CH:29][CH:28]=[CH:27][C:26]=1[CH2:31][CH2:32][C:6]([CH2:3][CH2:4][CH3:5])([C:7]([O:9][CH2:10][CH3:11])=[O:8])[C:12]([O:14][CH2:15][CH3:16])=[O:13])[C:18]1[CH:23]=[CH:22][CH:21]=[CH:20][CH:19]=1 |f:0.1|. Procedure: To a suspension of sodium hydride (1.3 g) in dimethylformamide (15 ml), a solution of diethyl propylmalonate (6.6 g) in dimethylformamide (45 ml) was added under ice-cooling and the mixture was stirred at room temperature for an hour. To the solution was added a solution of 2-(2-benzyloxyphenyl)ethyl iodide (10 g) in dimethylformamide (30 ml), the mixture was stirred at the same temperature for an hour and left standing overnight. The reaction mixture was poured into water and extracted with eth... Conditions: temperature 0 celsius. The yield is 58.1%. Starting materials: CNC(C(CC)OC)=O (N-methyl-methoxybutyramide), C(CCC)[Li] (n-butyl lithium), C(C)OCC (diethylether), BrC=1C=NC2=CC=CC=C2C1 (3-bromoquinoline). As a reaction SMILES: C([Li])CCC.C(OCC)C.Br[C:12]1[CH:13]=[N:14][C:15]2[C:20]([CH:21]=1)=[CH:19][CH:18]=[CH:17][CH:16]=2.CN[C:24](=[O:30])[CH:25](OC)[CH2:26][CH3:27]>C1COCC1>[N:14]1[C:15]2[C:20](=[CH:19][CH:18]=[CH:17][CH:16]=2)[CH:21]=[C:12]([C:24](=[O:30])[CH2:25][CH2:26][CH3:27])[CH:13]=1. Yields the product N1=CC(=CC2=CC=CC=C12)C(CCC)=O (1-(3-Quinolinyl)-1-butanone). Procedure: In a dry 3-necked flask under argon at -50° C., n-butyl lithium (0.0025 M, 0.021 ml) was added to 150 ml diethylether. Then 4.16 grams 3-bromoquinoline in 2 ml THF was added dropwise while stirring and maintaining the temperature at -60° C. to -55° C. The solution was stirred for 30 minutes, and 2.3 grams N-methyl-methoxybutyramide were then added dropwise at -50° C. and the solution was stirred an additional 30 minutes. The solution was then allowed to warm to 0° C. and stirred for one hour. Th... The solvent is C1CCOC1 (THF).